Dataset: the Open Reaction Database (ORD), a public repository of structured organic reaction records. Task: describe an organic reaction: reactants, conditions, products, and yield The reactants are CS(C)=O, Fc1cc(Cl)cnc1F, [Na+], [OH-], O, Oc1ccc(O)cc1. Product: Oc1ccc(Oc2ncc(Cl)cc2F)cc1. RXN SMILES: [CH3:21][S:22]([CH3:23])=[O:24].[Cl:12][c:13]1[cH:14][c:15]([F:20])[c:16]([F:19])[n:17][cH:18]1.[Na+:2].[OH-:1].[OH2:3].[OH:4][c:5]1[cH:6][cH:7][c:8]([OH:9])[cH:10][cH:11]1>>[O:4]([c:5]1[cH:6][cH:7][c:8]([OH:9])[cH:10][cH:11]1)[c:16]1[c:15]([F:20])[cH:14][c:13]([Cl:12])[cH:18][n:17]1. Reactants: C(C)O (ethanol), NC(=NC(=O)C1=CC=2N(C3=CC=C(C=C3C2C=C1)[N+](=O)[O-])C(C)C)N (N-(diaminomethylene)-9-isopropyl-6-nitro-9H-carbazole-2-carboxamide). Reagents/catalysts: [C].[Pd] (palladium-carbon). The solvent is C1CCOC1 (THF). Conditions: time 4 hour. Yields the product NC=1C=C2C=3C=CC(=CC3N(C2=CC1)C(C)C)C(=O)N=C(N)N (6-amino-N-(diaminomethylene)-9-isopropyl-9H-carbazole-2-carboxamide). Yield: 132.5%. As a reaction SMILES: C(O)C.[NH2:4][C:5]([NH2:28])=[N:6][C:7]([C:9]1[CH:21]=[CH:20][C:19]2[C:18]3[C:13](=[CH:14][CH:15]=[C:16]([N+:22]([O-])=O)[CH:17]=3)[N:12]([CH:25]([CH3:27])[CH3:26])[C:11]=2[CH:10]=1)=[O:8]>[C].[Pd].C1COCC1>[NH2:22][C:16]1[CH:17]=[C:18]2[C:13](=[CH:14][CH:15]=1)[N:12]([CH:25]([CH3:27])[CH3:26])[C:11]1[CH:10]=[C:9]([C:7]([N:6]=[C:5]([NH2:4])[NH2:28])=[O:8])[CH:21]=[CH:20][C:19]2=1 |f:2.3|. Procedure: A 20 mg portion of 10% palladium-carbon was added to an ethanol 5 ml-THF 3 ml solution of 106 mg N-(diaminomethylene)-9-isopropyl-6-nitro-9H-carbazole-2-carboxamide, followed by stirring at room temperature for 4 hours under an atmosphere of hydrogen gas. After carrying out Celite filtration, the solvent was evaporated to obtain 128 mg of 6-amino-N-(diaminomethylene)-9-isopropyl-9H-carbazole-2-carboxamide. Starting materials: CN1CCCC1=O, CO, NC1CCC(N)CC1, COc1ccc(CN(c2cc(Cl)nn3c(C(=O)Nc4ccnc(F)c4)cnc23)C2CC2)cc1. Yields the product COc1ccc(CN(c2cc(NC3CCC(N)CC3)nn3c(C(=O)Nc4ccnc(F)c4)cnc23)C2CC2)cc1. RXN SMILES: [CH3:42][N:43]1[CH2:44][CH2:45][CH2:46][C:47]1=[O:48].[CH3:49][OH:50].[CH:34]1([NH2:41])[CH2:35][CH2:36][CH:37]([NH2:40])[CH2:38][CH2:39]1.[Cl:1][c:2]1[cH:3][c:4]([N:21]([CH2:22][c:23]2[cH:24][cH:25][c:26]([O:29][CH3:30])[cH:27][cH:28]2)[CH:31]2[CH2:32][CH2:33]2)[c:5]2[n:6]([n:7]1)[c:8]([C:11](=[O:12])[NH:13][c:14]1[cH:15][c:16]([F:20])[n:17][cH:18][cH:19]1)[cH:9][n:10]2>>[c:2]1([NH:41][CH:34]2[CH2:35][CH2:36][CH:37]([NH2:40])[CH2:38][CH2:39]2)[cH:3][c:4]([N:21]([CH2:22][c:23]2[cH:24][cH:25][c:26]([O:29][CH3:30])[cH:27][cH:28]2)[CH:31]2[CH2:32][CH2:33]2)[c:5]2[n:6]([n:7]1)[c:8]([C:11](=[O:12])[NH:13][c:14]1[cH:15][c:16]([F:20])[n:17][cH:18][cH:19]1)[cH:9][n:10]2. Reactants: O=S(Cl)Cl, O=C(O)c1ccccc1SCc1ccccc1, c1ccccc1. Product: O=C(Cl)c1ccccc1SCc1ccccc1. As a reaction SMILES: [S:18]([Cl:19])([Cl:20])=[O:21].[c:1]1([CH2:7][S:8][c:9]2[c:10]([C:11](=[O:12])[OH:13])[cH:14][cH:15][cH:16][cH:17]2)[cH:2][cH:3][cH:4][cH:5][cH:6]1.[cH:22]1[cH:23][cH:24][cH:25][cH:26][cH:27]1>>[c:1]1([CH2:7][S:8][c:9]2[c:10]([C:11](=[O:12])[Cl:20])[cH:14][cH:15][cH:16][cH:17]2)[cH:2][cH:3][cH:4][cH:5][cH:6]1. Reactants: COC(=O)C(CC(C)C)c1cc(NCc2ccc(C#N)cc2)cc(-c2ccc(C(F)(F)F)cc2)c1, CC(C)CC=O. Product: COC(=O)C(CC(C)C)c1cc(-c2ccc(C(F)(F)F)cc2)cc(N(CCC(C)C)Cc2ccc(C#N)cc2)c1. Reaction SMILES: [CH3:1][O:2][C:3]([CH:4]([CH2:5][CH:6]([CH3:7])[CH3:8])[c:9]1[cH:10][c:11](-[c:25]2[cH:26][cH:27][c:28]([C:31]([F:32])([F:33])[F:34])[cH:29][cH:30]2)[cH:12][c:13]([NH:15][CH2:16][c:17]2[cH:18][cH:19][c:20]([C:23]#[N:24])[cH:21][cH:22]2)[cH:14]1)=[O:35].[CH:36]([CH2:37][CH:38]([CH3:39])[CH3:40])=[O:41]>>[CH3:1][O:2][C:3]([CH:4]([CH2:5][CH:6]([CH3:7])[CH3:8])[c:9]1[cH:10][c:11](-[c:25]2[cH:26][cH:27][c:28]([C:31]([F:32])([F:33])[F:34])[cH:29][cH:30]2)[cH:12][c:13]([N:15]([CH2:16][c:17]2[cH:18][cH:19][c:20]([C:23]#[N:24])[cH:21][cH:22]2)[CH2:36][CH2:37][CH:38]([CH3:39])[CH3:40])[cH:14]1)=[O:35]. Starting materials: [BH4-], CCC(=O)C=C(C)C=CCC(C)CCC=C(C)C, CCO, [K+], [Na+], [OH-]. The product is CCOC(C)(C)CCCC(C)CC=CC(C)=CC(=O)CC. As a reaction SMILES: [BH4-:21].[CH3:1][C:2](=[CH:3][C:4]([CH2:5][CH3:6])=[O:7])[CH:8]=[CH:9][CH2:10][CH:11]([CH2:12][CH2:13][CH:14]=[C:15]([CH3:16])[CH3:17])[CH3:18].[CH3:23][CH2:24][OH:25].[K+:20].[Na+:22].[OH-:19]>>[CH3:1][C:2](=[CH:3][C:4]([CH2:5][CH3:6])=[O:7])[CH:8]=[CH:9][CH2:10][CH:11]([CH2:12][CH2:13][CH2:14][C:15]([CH3:16])([CH3:17])[O:25][CH2:24][CH3:23])[CH3:18]. Procedure: A solution of 10.0 g (37 mmoles) of 4a-(m-methoxyphenyl)-1,3-diketo-trans-decahydroisoquinoline in 250 ml of anhydrous dimethylformamide was added with stirring to a suspension of 2.8 g (55.5 mmoles) of 50% sodium hydride in mineral oil (washed with pentane) in 125 ml of anhydrous dimethylformamide heated at 50° under nitrogen. The mixture was heated at 90° for 2 hours, then cooled to 40°, at which time a solution of 14.0 g (74 mmoles) of phenethyl bromide in 20 ml of anhydrous dimethylformamide... Product: C(CC1=CC=CC=C1)N1C([C@H]2CCCC[C@]2(CC1=O)C1=CC(=CC=C1)OC)=O (N-Phenethyl-4a-(m-methoxyphenyl)-1,3-diketo-cis-decahydroisoquinoline). Run in CN(C=O)C (dimethylformamide), CN(C=O)C (dimethylformamide), CN(C=O)C (dimethylformamide). Starting materials: [H-].[Na+] (sodium hydride), CCCCC (pentane), C(CC1=CC=CC=C1)Br (phenethyl bromide), ice water, COC=1C=C(C=CC1)[C@@]12CC(NC([C@@H]2CCCC1)=O)=O (4a-(m-methoxyphenyl)-1,3-diketo-trans-decahydroisoquinoline). Reaction SMILES: [CH3:1][O:2][C:3]1[CH:4]=[C:5]([C@@:9]23[CH2:18][CH2:17][CH2:16][CH2:15][C@H:14]2[C:13](=[O:19])[NH:12][C:11](=[O:20])[CH2:10]3)[CH:6]=[CH:7][CH:8]=1.[H-].[Na+].CCCCC.[CH2:28](Br)[CH2:29][C:30]1[CH:35]=[CH:34][CH:33]=[CH:32][CH:31]=1>CN(C)C=O>[CH2:28]([N:12]1[C:11](=[O:20])[CH2:10][C@@:9]2([C:5]3[CH:6]=[CH:7][CH:8]=[C:3]([O:2][CH3:1])[CH:4]=3)[C@H:14]([CH2:15][CH2:16][CH2:17][CH2:18]2)[C:13]1=[O:19])[CH2:29][C:30]1[CH:35]=[CH:34][CH:33]=[CH:32][CH:31]=1 |f:1.2|. Reactants: ClC1=C2NC=NC2=NC=N1 (6-chloropurine), C[Al](C)C (trimethylaluminum), [Cl-].[NH4+] (ammonium chloride). Reagents/catalysts: C1(=CC=CC=C1)P(C1=CC=CC=C1)(C1=CC=CC=C1)[Pd](P(C1=CC=CC=C1)(C1=CC=CC=C1)C1=CC=CC=C1)(P(C1=CC=CC=C1)(C1=CC=CC=C1)C1=CC=CC=C1)P(C1=CC=CC=C1)(C1=CC=CC=C1)C1=CC=CC=C1 (tetrakis(triphenylphosphino)-palladium). The solvent is C1CCOC1 (THF), C1(=CC=CC=C1)C (toluene). The product is CC1=C2NC=NC2=NC=N1 (6-methylpurine). As a reaction SMILES: Cl[C:2]1[N:10]=[CH:9][N:8]=[C:7]2[C:3]=1[NH:4][CH:5]=[N:6]2.[CH3:11][Al](C)C.[Cl-].[NH4+]>C1COCC1.C1(C)C=CC=CC=1.C1(P([Pd](P(C2C=CC=CC=2)(C2C=CC=CC=2)C2C=CC=CC=2)(P(C2C=CC=CC=2)(C2C=CC=CC=2)C2C=CC=CC=2)P(C2C=CC=CC=2)(C2C=CC=CC=2)C2C=CC=CC=2)(C2C=CC=CC=2)C2C=CC=CC=2)C=CC=CC=1>[CH3:11][C:2]1[N:10]=[CH:9][N:8]=[C:7]2[C:3]=1[NH:4][CH:5]=[N:6]2 |f:2.3|. Reported procedure: A suspension of 6-chloropurine (0.2 mmol) and tetrakis(triphenylphosphino)-palladium (0.02 mmol) in dry THF (3 mL) was treated with trimethylaluminum (2M in toluene, 0.45 mmol) under nitrogen. The resulting solution was heated to reflux for 3 h, cooled to r.t., diluted with toluene (5 mL), and quenched with methanol (0.5 mL) followed by ammonium chloride (1 mmol). The mixture was heated to reflux for 2 h and filtered while hot through a Celite plug. Evaporation and purification by prep TLC affor...